From a dataset of the Open Reaction Database (ORD), a public repository of structured organic reaction records. describe an organic reaction: reactants, conditions, products, and yield Reactants: OC=1C=C(OCCN2C(C3=CC=CC=C3C2=O)=O)C=CC1 (2-[2-(3-hydroxy-phenoxy)-ethyl]-isoindole-1,3-dione), O1CC12CCCCCCC2 (1-oxa-spiro[2.7]decane), C(=O)([O-])[O-].[Cs+].[Cs+] (Cs2CO3). The solvent is CS(=O)C (DMSO). Conditions: temperature 120 celsius. The product is OC1(CCCCCCC1)COC=1C=C(OCCN2C(C3=CC=CC=C3C2=O)=O)C=CC1 (2-(2-(3-(1-hydroxy-cyclooctylmethoxy)-phenoxy)-ethyl)-isoindole-1,3-dione). RXN SMILES: [OH:1][C:2]1[CH:3]=[C:4]([CH:19]=[CH:20][CH:21]=1)[O:5][CH2:6][CH2:7][N:8]1[C:16](=[O:17])[C:15]2[C:10](=[CH:11][CH:12]=[CH:13][CH:14]=2)[C:9]1=[O:18].[O:22]1[C:24]2([CH2:31][CH2:30][CH2:29][CH2:28][CH2:27][CH2:26][CH2:25]2)[CH2:23]1.C([O-])([O-])=O.[Cs+].[Cs+]>CS(C)=O>[OH:22][C:24]1([CH2:23][O:1][C:2]2[CH:3]=[C:4]([CH:19]=[CH:20][CH:21]=2)[O:5][CH2:6][CH2:7][N:8]2[C:9](=[O:18])[C:10]3[C:15](=[CH:14][CH:13]=[CH:12][CH:11]=3)[C:16]2=[O:17])[CH2:31][CH2:30][CH2:29][CH2:28][CH2:27][CH2:26][CH2:25]1 |f:2.3.4|. Reported procedure: The suspension of phenol 24 (1.0 g, 3.5 mmol), 1-oxa-spiro[2.7]decane (0.5 g, 3.2 mmol) and Cs2CO3 (1.14 g, 3.5 mmol) in DMSO (4 mL) was heated at 120° C. for 16 h. After completion of reaction, the mixture was quenched by the addition of 1N HCl and extracted with DCM. The organic layer was dried over anhydrous Na2SO4, filtered and concentrated under reduced pressure. Purification by flash chromatography (0 to 10% 7N NH3/methanol-CH2Cl2) afforded 2-(2-(3-(1-hydroxy-cyclooctylmethoxy)-phenoxy)-et...